Task: describe an organic reaction: reactants, conditions, products, and yield. Dataset: the Open Reaction Database (ORD), a public repository of structured organic reaction records Reactants: Br[Mg]c1ccccc1, Brc1ccccc1, O=C1CCSC2CN(Cc3ccccc3)CC12, CCOCC, [Cl-], [Mg], [NH4+]. Product: OC1(c2ccccc2)CCSC2CN(Cc3ccccc3)CC21. As a reaction SMILES: [Br:18][Mg:19][c:20]1[cH:21][cH:22][cH:23][cH:24][cH:25]1.[Br:26][c:27]1[cH:28][cH:29][cH:30][cH:31][cH:32]1.[CH2:1]([c:2]1[cH:3][cH:4][cH:5][cH:6][cH:7]1)[N:8]1[CH2:9][CH:10]2[CH:11]([CH2:12]1)[C:13](=[O:17])[CH2:14][CH2:15][S:16]2.[CH2:36]([O:37][CH2:38][CH3:39])[CH3:40].[Cl-:34].[Mg:33].[NH4+:35]>>[CH2:1]([c:2]1[cH:3][cH:4][cH:5][cH:6][cH:7]1)[N:8]1[CH2:9][CH:10]2[CH:11]([CH2:12]1)[C:13]([OH:17])([c:20]1[cH:21][cH:22][cH:23][cH:24][cH:25]1)[CH2:14][CH2:15][S:16]2. Starting materials: CCCC[N+](CCCC)(CCCC)CCCC, C=O, FC(F)(F)c1c[nH]cn1, O=C([O-])C1CCCO1, [OH-]. RXN SMILES: [CH2:13]([N+:14]([CH2:15][CH2:16][CH2:17][CH3:18])([CH2:19][CH2:20][CH2:21][CH3:22])[CH2:23][CH2:24][CH2:25][CH3:26])[CH2:27][CH2:28][CH3:29].[CH2:1]=[O:2].[F:3][C:4]([c:5]1[n:6][cH:7][nH:8][cH:9]1)([F:10])[F:11].[O:30]1[CH2:31][CH2:32][CH2:33][CH:34]1[C:35]([O-:36])=[O:37].[OH-:12]>>[CH2:1]([OH:2])[n:8]1[cH:7][n:6][c:5]([C:4]([F:3])([F:10])[F:11])[cH:9]1. The product is OCn1cnc(C(F)(F)F)c1. Starting materials: NC=1C=C2C(C(NC2=CC1)=O)=CC1=CNC2=NC=CC=C12 (5-amino-3-[(7-azaindol-3-yl) methylene]-2-oxindole), S(=O)(=O)(C)Cl (mesylchloride), ice water. Run in N1=CC=CC=C1 (pyridine). Run at time 5 hour. Yields the product S(=O)(=O)(C)NC=1C=C2C(C(NC2=CC1)=O)=CC1=CNC2=NC=CC=C12 (5-mesylamino-3-[(7-azaindol-3-yl)methylene]-2-oxindole). Isolated yield 70.0%. RXN SMILES: [NH2:1][C:2]1[CH:3]=[C:4]2[C:8](=[CH:9][CH:10]=1)[NH:7][C:6](=[O:11])[C:5]2=[CH:12][C:13]1[C:21]2[C:16](=[N:17][CH:18]=[CH:19][CH:20]=2)[NH:15][CH:14]=1.[S:22](Cl)([CH3:25])(=[O:24])=[O:23]>N1C=CC=CC=1>[S:22]([NH:1][C:2]1[CH:3]=[C:4]2[C:8](=[CH:9][CH:10]=1)[NH:7][C:6](=[O:11])[C:5]2=[CH:12][C:13]1[C:21]2[C:16](=[N:17][CH:18]=[CH:19][CH:20]=2)[NH:15][CH:14]=1)([CH3:25])(=[O:24])=[O:23]. Procedure: To a stirred solution of 5-amino-3-[(7-azaindol-3-yl) methylene]-2-oxindole (2.773 g, 10 mmol) in pyridine (10 ml) was added gradually mesylchloride (1.146 g, 10 mmol) at 0°-5° C. under cooling. The reaction mixture was stirred for about 5 h at 0°-5° C. and then for 15 h at room temperature. The mixture was poured onto an ice-water mixture, the precipitate filtered off, the residue washed thoroughly with water and then chromatographed on silica gel using CHCl3 --MeOH mixtures as eluant. Thus pur... Yields the product CC=1C=C2C=C(C(OC2=CC1C)C(F)(F)F)C(=O)O (6,7-dimethyl-2-(trifluoromethyl)-2H-chromene-3-carboxylic acid). Procedure: To the mixture of ethyl 6-methyl-2-(trifluoromethyl)-7-{[(trifluoromethyl) sulfonyl]-oxy}-2H-chromene-3-carboxylate (0.3 g, 0.7 mmol), potassium carbonate(0.378 g, 2.73 mmol), tetrakis(triphenylphosphine)palladium (0) (81 mg, 0.07 mmol) and 3 mL of anhydrous DMF was added trimethylboraxine(292 uL, 2.1 mmol). The resulting mixture was heated to 110° C., and stirred at 110° C. for two hrs. LC-MS indicated that the reaction was done. To the reaction was added 100 mL of EtOAc, the resulting organic ... As a reaction SMILES: [CH3:1][C:2]1[CH:3]=[C:4]2[C:9](=[CH:10][C:11]=1OS(C(F)(F)F)(=O)=O)[O:8][CH:7]([C:20]([F:23])([F:22])[F:21])[C:6]([C:24]([O:26]CC)=[O:25])=[CH:5]2.[C:29](=O)([O-])[O-].[K+].[K+].CN(C=O)C.O.[OH-].[Li+]>C1COCC1.C1C=CC([P]([Pd]([P](C2C=CC=CC=2)(C2C=CC=CC=2)C2C=CC=CC=2)([P](C2C=CC=CC=2)(C2C=CC=CC=2)C2C=CC=CC=2)[P](C2C=CC=CC=2)(C2C=CC=CC=2)C2C=CC=CC=2)(C2C=CC=CC=2)C2C=CC=CC=2)=CC=1.C(O)C.O.CCOC(C)=O>[CH3:1][C:2]1[CH:3]=[C:4]2[C:9](=[CH:10][C:11]=1[CH3:29])[O:8][CH:7]([C:20]([F:23])([F:21])[F:22])[C:6]([C:24]([OH:26])=[O:25])=[CH:5]2 |f:1.2.3,5.6.7,^1:51,53,72,91|. The reagents and catalysts are C=1C=CC(=CC1)[P](C=2C=CC=CC2)(C=3C=CC=CC3)[Pd]([P](C=4C=CC=CC4)(C=5C=CC=CC5)C=6C=CC=CC6)([P](C=7C=CC=CC7)(C=8C=CC=CC8)C=9C=CC=CC9)[P](C=1C=CC=CC1)(C=1C=CC=CC1)C=1C=CC=CC1 (tetrakis(triphenylphosphine)palladium). The solvent is C(C)O (ethanol), O (water), C1CCOC1 (THF), CCOC(=O)C (EtOAc). Run at temperature 110 celsius, time 2 hour. Reactants: O.[OH-].[Li+] (lithium hydroxide hydrate), CC=1C=C2C=C(C(OC2=CC1OS(=O)(=O)C(F)(F)F)C(F)(F)F)C(=O)OCC (ethyl 6-methyl-2-(trifluoromethyl)-7-{[(trifluoromethyl) sulfonyl]-oxy}-2H-chromene-3-carboxylate), C([O-])([O-])=O.[K+].[K+] (potassium carbonate), CN(C)C=O (DMF). Reactants: FC(C=1C=C(CN)C=CC1)(F)F (3-(trifluoromethyl)benzylamine), C1=NC=CC2=C(C=CC=C12)C(C(=O)O)C (2-(5-isoquinolinyl)propanoic acid), C1=NC=CC2=C(C=CC=C12)CC(=O)O (5-isoquinolinylacetic acid). Yields the product C1=NC=CC2=C(C=CC=C12)C(C(=O)NCC1=CC(=CC=C1)C(F)(F)F)C (2-(5-isoquinolinyl)-N-[3-(trifluoromethyl)benzyl]propanamide). RXN SMILES: [F:1][C:2]([F:12])([F:11])[C:3]1[CH:4]=[C:5]([CH:8]=[CH:9][CH:10]=1)[CH2:6][NH2:7].[CH:13]1[C:22]2[C:17](=[C:18]([CH:23]([CH3:27])[C:24](O)=[O:25])[CH:19]=[CH:20][CH:21]=2)[CH:16]=[CH:15][N:14]=1.C1C2C(=C(CC(O)=O)C=CC=2)C=CN=1>>[CH:13]1[C:22]2[C:17](=[C:18]([CH:23]([CH3:27])[C:24]([NH:7][CH2:6][C:5]3[CH:8]=[CH:9][CH:10]=[C:3]([C:2]([F:11])([F:12])[F:1])[CH:4]=3)=[O:25])[CH:19]=[CH:20][CH:21]=2)[CH:16]=[CH:15][N:14]=1. Procedure details: The title compound was prepared using the procedure described in Example 222B using 3-(trifluoromethyl)benzylamine and 2-(5-isoquinolinyl)propanoic acid instead of 4-(trifluoromethoxy)benzylamine and 5-isoquinolinylacetic acid. MS (ESI+) m/z 359 (M+H)+; MS (ESI−) m/z 357 (M−H)−; 1H NMR (DMSO, 300 MHz) δ 1.54 (d, J 7.1, 3H), 4.28 (d, J 6.1, 2H), 4.50 (q, J 7.1, 1H), 7.41 (s, 1H), 7.49 (m, 2H), 7.56 (m, 1H), 7.80 (t, J 7.8, 1H), 7.95 (d, J 7.2, 1H), 8.21 (d, J 8.1, 1H), 8.32 (d, J 6.2, 1H), 8.60 (... The reactants are [CH-]1C=CC=C1.[CH-]1C=CC=C1.[Fe+2] (ferrocene), solution, C(CCC)[Li] (n-butyl lithium), CN(CCN(C)C)C (N,N,N',N'-tetramethylethylenediamine), C(C)(C)(C)C1=CC2=C(OP(OC3=C2C=C(C=C3C(C)(C)C)C(C)(C)C)Cl)C(=C1)C(C)(C)C (2,4,8,10-tetrakis(tert-butyl)-6-chloro-dibenzo[d,f][1,3,2]dioxaphosphepin). Solvent: O1CCCC1 (tetrahydrofuran), CCCCCC (hexane), O1CCCC1 (tetrahydrofuran). Conditions: time 20 minute. The product is C(C)(C)(C)C1=CC2=C(OP(OC3=C2C=C(C=C3C(C)(C)C)C(C)(C)C)[C-]3C=CC=C3)C(=C1)C(C)(C)C.[C-]1(C=CC=C1)P1OC3=C(C2=C(O1)C(=CC(=C2)C(C)(C)C)C(C)(C)C)C=C(C=C3C(C)(C)C)C(C)(C)C.[Fe+2] (1,1'-Bis[2,4,8,10-tetrakis(tert-butyl)-dibenzo[d,f][1,3,2]dioxaphosphepin-6-yl]ferrocene). The yield is 47.0%. As a reaction SMILES: [CH-:1]1[CH:5]=[CH:4][CH:3]=[CH:2]1.[CH-:6]1[CH:10]=[CH:9][CH:8]=[CH:7]1.[Fe+2:11].C([Li])CCC.CN(C)CCN(C)C.[C:25]([C:29]1[CH:52]=[C:51]([C:53]([CH3:56])([CH3:55])[CH3:54])[C:32]2[O:33][P:34](Cl)[O:35][C:36]3[C:41]([C:42]([CH3:45])([CH3:44])[CH3:43])=[CH:40][C:39]([C:46]([CH3:49])([CH3:48])[CH3:47])=[CH:38][C:37]=3[C:31]=2[CH:30]=1)([CH3:28])([CH3:27])[CH3:26]>CCCCCC.O1CCCC1>[C:46]([C:39]1[CH:40]=[C:41]([C:42]([CH3:45])([CH3:44])[CH3:43])[C:36]2[O:35][P:34]([C-:1]3[CH:5]=[CH:4][CH:3]=[CH:2]3)[O:33][C:32]3[C:51]([C:53]([CH3:55])([CH3:54])[CH3:56])=[CH:52][C:29]([C:25]([CH3:28])([CH3:27])[CH3:26])=[CH:30][C:31]=3[C:37]=2[CH:38]=1)([CH3:49])([CH3:48])[CH3:47].[C-:6]1([P:34]2[O:35][C:36]3[C:41]([C:42]([CH3:43])([CH3:44])[CH3:45])=[CH:40][C:39]([C:46]([CH3:48])([CH3:49])[CH3:47])=[CH:38][C:37]=3[C:31]3[CH:30]=[C:29]([C:25]([CH3:28])([CH3:27])[CH3:26])[CH:52]=[C:51]([C:53]([CH3:56])([CH3:55])[CH3:54])[C:32]=3[O:33]2)[CH:10]=[CH:9][CH:8]=[CH:7]1.[Fe+2:11] |f:0.1.2,8.9.10|. Procedure: To a solution of 9.5 g (50 mmol) of ferrocene in 250 mL of hexane is added dropwise 67 mL of a 1.6M solution of n-butyl lithium at ambient temperature. The reaction mixture is stirred for 20 minutes and then to the resultant red suspension is added 12.0 g (103 mmol) of N,N,N',N'-tetramethylethylenediamine. A slight exotherm of 10° C. is observed. The reaction mixture is then heated at reflux for two hours during which time an orange suspension forms. The reaction mixture is cooled to room temper... The reactants are [BH4-].[Na+] (sodium borohydride), C(C)O (ethanol), S1C2=C(C(=C1)C=CC1=CC=C(S1)C=O)C=CC=C2 (5-[2-(benzo[b]thiophen-3-yl)ethenyl]thiophene-2-carboxaldehyde). The solvent is O (water). Reaction conditions: time 8 hour. Yields the product OCC1=CC=C(S1)C=CC=1C2=C(SC1)C=CC=C2 (3-[2-(5-Hydroxymethyl-2-thienyl)ethenyl]benzo[b]thiophene). Isolated yield 71.1%. RXN SMILES: [BH4-].[Na+].C(O)C.[S:6]1[CH:10]=[C:9]([CH:11]=[CH:12][C:13]2[S:17][C:16]([CH:18]=[O:19])=[CH:15][CH:14]=2)[C:8]2[CH:20]=[CH:21][CH:22]=[CH:23][C:7]1=2>O>[OH:19][CH2:18][C:16]1[S:17][C:13]([CH:12]=[CH:11][C:9]2[C:8]3[CH:20]=[CH:21][CH:22]=[CH:23][C:7]=3[S:6][CH:10]=2)=[CH:14][CH:15]=1 |f:0.1|. Reported procedure: A stirred, chilled (0° C.) suspension of sodium borohydride (0.50 g) and absolute ethanol (250 ml), under nitrogen, was treated in portions with 5-[2-(benzo[b]thiophen-3-yl)ethenyl]thiophene-2-carboxaldehyde (3.0 g). After stirring at room temperature overnight, the mixture was poured into water (250 ml). The organic phase was removed in vacuo, and the resulting aqueous phase was extracted with dichloromethane. The combined, dried over anhydrous magnesium sulfate, filtered organic phase was evap...